Dataset: the Open Reaction Database (ORD), a public repository of structured organic reaction records. Task: describe an organic reaction: reactants, conditions, products, and yield Reactants: N#Cc1cncc(Br)c1, CCOC(C)=O, [K+], [K+], O=C([O-])[O-], OCc1cccc(S)c1. The product is N#Cc1cncc(Sc2cccc(CO)c2)c1. Reaction SMILES: [Br:16][c:17]1[cH:18][n:19][cH:20][c:21]([C:22]#[N:23])[cH:24]1.[CH3:25][CH2:26][O:27][C:28]([CH3:29])=[O:30].[K+:1].[K+:2].[O-:3][C:4]([O-:5])=[O:6].[SH:7][c:8]1[cH:9][c:10]([CH2:14][OH:15])[cH:11][cH:12][cH:13]1>>[S:7]([c:8]1[cH:9][c:10]([CH2:14][OH:15])[cH:11][cH:12][cH:13]1)[c:17]1[cH:18][n:19][cH:20][c:21]([C:22]#[N:23])[cH:24]1. The reactants are CC(C)(C)OC(=O)N1CCNCC1, O=C([O-])[O-], CCC(C)=O, Clc1cc(Cl)c(Cl)nc1Cl, [K+], [K+], O. Yields the product CC(C)(C)OC(=O)N1CCN(c2nc(Cl)c(Cl)cc2Cl)CC1. Reaction SMILES: [C:11](=[O:12])([O:13][C:14]([CH3:15])([CH3:16])[CH3:17])[N:18]1[CH2:19][CH2:20][NH:21][CH2:22][CH2:23]1.[C:24](=[O:25])([O-:26])[O-:27].[CH3:30][C:31](=[O:32])[CH2:33][CH3:34].[Cl:1][c:2]1[n:3][c:4]([Cl:10])[c:5]([Cl:9])[cH:6][c:7]1[Cl:8].[K+:28].[K+:29].[OH2:35]>>[c:2]1([N:21]2[CH2:20][CH2:19][N:18]([C:11](=[O:12])[O:13][C:14]([CH3:15])([CH3:16])[CH3:17])[CH2:23][CH2:22]2)[n:3][c:4]([Cl:10])[c:5]([Cl:9])[cH:6][c:7]1[Cl:8]. The reactants are CC(C)O, Clc1ncnc2ccsc12, Nc1ccc(Oc2ccccc2)cc1. Product: Cl, c1ccc(Oc2ccc(Nc3ncnc4ccsc34)cc2)cc1. As a reaction SMILES: [CH3:25][CH:26]([OH:27])[CH3:28].[Cl:1][c:2]1[c:3]2[c:4]([n:5][cH:6][n:7]1)[cH:8][cH:9][s:10]2.[O:11]([c:12]1[cH:13][cH:14][cH:15][cH:16][cH:17]1)[c:18]1[cH:19][cH:20][c:21]([NH2:22])[cH:23][cH:24]1>>[ClH:1].[c:2]1([NH:22][c:21]2[cH:20][cH:19][c:18]([O:11][c:12]3[cH:13][cH:14][cH:15][cH:16][cH:17]3)[cH:24][cH:23]2)[c:3]2[c:4]([n:5][cH:6][n:7]1)[cH:8][cH:9][s:10]2. The reactants are C1(CC1)C=1C(=CC(=NC1)C(=O)O)OCC(F)F (5-cyclopropyl-4-(2,2-difluoroethoxy)pyridine-2-carboxylic acid), Br (hydrobromide), Cl (hydrochloride), CC1=NC(=NO1)C(CS(=O)(=O)C)(C)N (2-(5-methyl-1,2,4-oxadiazol-3-yl)-1-methylsulfonyl-propan-2-amine). Yields the product C1(CC1)C=1C(=CC(=NC1)C(=O)NC(CS(=O)(=O)C)(C)C1=NOC(=N1)C)OCC(F)F (5-cyclopropyl-4-(2,2-difluoroethoxy)-N-(2-(5-methyl-1,2,4-oxadiazol-3-yl)-1-(methylsulfonyl)propan-2-yl)picolinamide). As a reaction SMILES: [CH:1]1([C:4]2[C:5]([O:13][CH2:14][CH:15]([F:17])[F:16])=[CH:6][C:7]([C:10]([OH:12])=O)=[N:8][CH:9]=2)[CH2:3][CH2:2]1.Cl.[CH3:19][C:20]1[O:24][N:23]=[C:22]([C:25]([NH2:32])([CH3:31])[CH2:26][S:27]([CH3:30])(=[O:29])=[O:28])[N:21]=1.Br>>[CH:1]1([C:4]2[C:5]([O:13][CH2:14][CH:15]([F:17])[F:16])=[CH:6][C:7]([C:10]([NH:32][C:25]([C:22]3[N:21]=[C:20]([CH3:19])[O:24][N:23]=3)([CH3:31])[CH2:26][S:27]([CH3:30])(=[O:29])=[O:28])=[O:12])=[N:8][CH:9]=2)[CH2:2][CH2:3]1. Reported procedure: The title compound was synthesized in analogy to Example 112e, using 5-cyclopropyl-4-(2,2-difluoroethoxy)pyridine-2-carboxylic acid;hydrochloride (example 145d) and 2-(5-methyl-1,2,4-oxadiazol-3-yl)-1-methylsulfonyl-propan-2-amine;hydrobromide (enantiomer A) (example 124b) as starting materials and isolated (16 mg, 20%); MS (ESI, m/z): 445.3 (M+H+). The reactants are FC1=CC=C(C=C1)C=1OC=C(N1)C(CN)(C)C (2-(2-(4-fluorophenyl)oxazol-4-yl)-2-methylpropan-1-amine), COC1=C(C(=O)O)C=C(C=C1)C1=NOC(=N1)C(F)(F)F (2-methoxy-5-(5-(trifluoromethyl)-1,2,4-oxadiazol-3-yl)benzoic acid). Product: FC1=CC=C(C=C1)C=1OC=C(N1)C(CNC(C1=C(C=CC(=C1)C1=NOC(=N1)C(F)(F)F)OC)=O)(C)C (N-(2-(2-(4-Fluorophenyl)oxazol-4-yl)-2-methylpropyl)-2-methoxy-5-(5-(trifluoromethyl)-1,2,4-oxadiazol-3-yl)benzamide). The yield is 36.0%. RXN SMILES: [F:1][C:2]1[CH:7]=[CH:6][C:5]([C:8]2[O:9][CH:10]=[C:11]([C:13]([CH3:17])([CH3:16])[CH2:14][NH2:15])[N:12]=2)=[CH:4][CH:3]=1.[CH3:18][O:19][C:20]1[CH:28]=[CH:27][C:26]([C:29]2[N:33]=[C:32]([C:34]([F:37])([F:36])[F:35])[O:31][N:30]=2)=[CH:25][C:21]=1[C:22](O)=[O:23]>>[F:1][C:2]1[CH:3]=[CH:4][C:5]([C:8]2[O:9][CH:10]=[C:11]([C:13]([CH3:17])([CH3:16])[CH2:14][NH:15][C:22](=[O:23])[C:21]3[CH:25]=[C:26]([C:29]4[N:33]=[C:32]([C:34]([F:37])([F:36])[F:35])[O:31][N:30]=4)[CH:27]=[CH:28][C:20]=3[O:19][CH3:18])[N:12]=2)=[CH:6][CH:7]=1. Procedure: This compound was synthesized from 2-(2-(4-fluorophenyl)oxazol-4-yl)-2-methylpropan-1-amine and 2-methoxy-5-(5-(trifluoromethyl)-1,2,4-oxadiazol-3-yl)benzoic acid as described in example 8 step 6 (40 mg, yield 36%). 1H NMR (400 MHz, MeOD) δ 8.64-8.63 (d, J=2.3 Hz, 1H), 8.45-8.42 (t, J=5.6 Hz, 1H), 8.24-8.21 (dd, J=8.8 Hz, 2.4 Hz, 1H), 8.11-8.07 (m, 2H), 7.83 (s, 1H), 7.34-7.32 (d, J=8.8 Hz, 1H), 7.27-7.23 (t, J=8.8 Hz, 2H), 3.91 (s, 3H), 3.72-3.71 (m, 2H), 1.41 (s, 6H). MS (ESI) m/z: Calculated ...